From a dataset of the Open Reaction Database (ORD), a public repository of structured organic reaction records. describe an organic reaction: reactants, conditions, products, and yield Reactants: COc1ccccc1CNc1ncccc1CO, ClC(Cl)Cl. Reaction SMILES: [CH3:1][O:2][c:3]1[c:4]([CH2:5][NH:6][c:7]2[n:8][cH:9][cH:10][cH:11][c:12]2[CH2:13][OH:14])[cH:15][cH:16][cH:17][cH:18]1.[CH:19]([Cl:20])([Cl:21])[Cl:22]>>[CH3:1][O:2][c:3]1[c:4]([CH2:5][NH:6][c:7]2[n:8][cH:9][cH:10][cH:11][c:12]2[CH:13]=[O:14])[cH:15][cH:16][cH:17][cH:18]1. The product is COc1ccccc1CNc1ncccc1C=O. Reactants: NC1=C(C=C(C=N1)C=1C(=NN(C1)C1CCN(CC1)C(=O)OC(C)(C)C)C=O)C=1OC2=C(N1)C=CC=C2 (tert-butyl 4-[4-[6-amino-5-(1,3-benzoxazol-2-yl)-3-pyridyl]-3-formyl-pyrazol-1-yl]piperidine-1-carboxylate), BrC1=C(NN=C1)C=O (4-bromo-2H-pyrazole-3-carbaldehyde), C([O-])([O-])=O.[K+].[K+] (potassium carbonate), CS(=O)(=O)OC1CCN(CC1)C(=O)OC(C)(C)C (tert-butyl 4-methylsulfonyloxypiperidine-1-carboxylate). The solvent is C(C)#N (acetonitrile). The product is BrC=1C(=NN(C1)C1CCN(CC1)C(=O)OC(C)(C)C)C=O (tert-butyl 4-(4-bromo-3-formyl-pyrazol-1-yl)piperidine-1-carboxylate). RXN SMILES: NC1N=CC([C:8]2[C:9]([CH:26]=[O:27])=[N:10][N:11]([CH:13]3[CH2:18][CH2:17][N:16]([C:19]([O:21][C:22]([CH3:25])([CH3:24])[CH3:23])=[O:20])[CH2:15][CH2:14]3)[CH:12]=2)=CC=1C1OC2C=CC=CC=2N=1.[Br:37]C1C=NNC=1C=O.C(=O)([O-])[O-].[K+].[K+].CS(OC1CCN(C(OC(C)(C)C)=O)CC1)(=O)=O>C(#N)C>[Br:37][C:8]1[C:9]([CH:26]=[O:27])=[N:10][N:11]([CH:13]2[CH2:18][CH2:17][N:16]([C:19]([O:21][C:22]([CH3:25])([CH3:24])[CH3:23])=[O:20])[CH2:15][CH2:14]2)[CH:12]=1 |f:2.3.4|. Procedure details: Sodium tetrahydroborate (42.6 mg) and tert-butyl 4-[4-[6-amino-5-(1,3-benzoxazol-2-yl)-3-pyridyl]-3-formyl-pyrazol-1-yl]piperidine-1-carboxylate (550 mg) in methanol (10 ml) were stirred at room temperature for 1 hour. The reaction was incomplete and further sodium tetrahydroborate (42.6 mg) was added at room temperature and the reaction mixture was stirred at room temperature for 1 hour. The reaction mixture was diluted with dichloromethane (100 ml) and washed with water (2×20 ml), dried over m... The reactants are ClCCl, CNC, Cc1nc(C(=O)O)c2n1-c1ccc(Cl)cc1C(c1ccccc1)=NC2, ClP(Cl)(Cl)(Cl)Cl. Yields the product Cc1nc(C(=O)N(C)C)c2n1-c1ccc(Cl)cc1C(c1ccccc1)=NC2. Reaction SMILES: [CH2:35]([Cl:36])[Cl:37].[CH3:32][NH:33][CH3:34].[Cl:1][c:2]1[cH:3][cH:4][c:5]2[c:6]([cH:25]1)[C:7]([c:19]1[cH:20][cH:21][cH:22][cH:23][cH:24]1)=[N:8][CH2:9][c:10]1[n:11]-2[c:12]([CH3:18])[n:13][c:14]1[C:15](=[O:16])[OH:17].[Cl:26][P:27]([Cl:28])([Cl:29])([Cl:30])[Cl:31]>>[Cl:1][c:2]1[cH:3][cH:4][c:5]2[c:6]([cH:25]1)[C:7]([c:19]1[cH:20][cH:21][cH:22][cH:23][cH:24]1)=[N:8][CH2:9][c:10]1[n:11]-2[c:12]([CH3:18])[n:13][c:14]1[C:15](=[O:16])[N:33]([CH3:32])[CH3:34]. Reactants: anhydride, C(C)(=O)OC(C)=O (acetic anhydride), [N+](=O)([O-])C1=CN=C(N1C)C1=NN=C2N1N=C(C=C2)N (3-(5-nitro-1-methyl-2-imidazolyl)-6-amino-s-triazolo[4,3-b]pyridazine), CN(C=O)C (dimethyl formamide). The solvent is C(=O)O (formic acid). Product: CN1C(=NC=C1[N+](=O)[O-])C1=NN=C2N1N=C(C=C2)NC=O (3-(1-Methyl- 5-nitro-2imidazolyl)-6-formylamino-s-triazolo[4,3-b]pyridazine). RXN SMILES: [N+:1]([C:4]1[N:8]([CH3:9])[C:7]([C:10]2[N:14]3[N:15]=[C:16]([NH2:19])[CH:17]=[CH:18][C:13]3=[N:12][N:11]=2)=[N:6][CH:5]=1)([O-:3])=[O:2].CN(C)[CH:22]=[O:23].C(OC(=O)C)(=O)C>C(O)=O>[CH3:9][N:8]1[C:4]([N+:1]([O-:3])=[O:2])=[CH:5][N:6]=[C:7]1[C:10]1[N:14]2[N:15]=[C:16]([NH:19][CH:22]=[O:23])[CH:17]=[CH:18][C:13]2=[N:12][N:11]=1. Procedure: 100 mg. 3-(5-nitro-1-methyl-2-imidazolyl)-6-amino-s-triazolo[4,3-b]pyridazine were suspended in 1.3 ml. dimethyl formamide and, after the addition of 1.5 ml. of the mixed anhydride obtainable from formic acid and acetic anhydride, stirred at ambient temperature until no more starting material could be detected by thin layer chromatography. The almost clear solution thus obtained was, after filtration, evaporated in a vacuum and the residue brought to crystallization with ether. There were thus o... Starting materials: B, CSC, CC(C)OC(OC(C)C)C1(C(F)F)c2cc(Cl)ccc2Nc2ncccc21, O=C(O)C(F)(F)F. The product is CC(C)OCC1(C(F)F)c2cc(Cl)ccc2Nc2ncccc21. As a reaction SMILES: [BH3:31].[CH3:28][S:29][CH3:30].[Cl:1][c:2]1[cH:3][c:4]2[c:5]([cH:26][cH:27]1)[NH:6][c:7]1[n:8][cH:9][cH:10][cH:11][c:12]1[C:13]2([CH:14]([O:15][CH:16]([CH3:17])[CH3:18])[O:19][CH:20]([CH3:21])[CH3:22])[CH:23]([F:24])[F:25].[OH:32][C:33]([C:34]([F:35])([F:36])[F:37])=[O:38]>>[Cl:1][c:2]1[cH:3][c:4]2[c:5]([cH:26][cH:27]1)[NH:6][c:7]1[n:8][cH:9][cH:10][cH:11][c:12]1[C:13]2([CH2:14][O:15][CH:16]([CH3:17])[CH3:18])[CH:23]([F:24])[F:25]. The reactants are NCCSCC(CC(=O)OC)C(C=1C=NC=CC1)=O (methyl 3-[(2-aminoethylthio)methyl]-4-oxo-4-(3-pyridyl)butanoate), C(C)(=O)NCCC(=O)O (3-(acetylamino)propanoic acid), C1(CCCCC1)N=C=NC1CCCCC1 (dicyclohexylcarbodiimide), ON1N=NC2=C1C=CC=C2 (1-hydroxybenzotriazole), CN1CCOCC1 (N-methylmorpholine). The solvent is ClCCl (dichloromethane). The product is C(C)(=O)NCCC(=O)NCCSCC(CC(=O)OC)C(C=1C=NC=CC1)=O (Methyl 3-({2-[3-(Acetylamino)propanoylamino]ethylthio}-methyl)-4-oxo-4-(3-pyridyl)butanoate). Yield: 75.0%. Reaction SMILES: [NH2:1][CH2:2][CH2:3][S:4][CH2:5][CH:6]([C:12](=[O:19])[C:13]1[CH:14]=[N:15][CH:16]=[CH:17][CH:18]=1)[CH2:7][C:8]([O:10][CH3:11])=[O:9].[C:20]([NH:23][CH2:24][CH2:25][C:26](O)=[O:27])(=[O:22])[CH3:21].C1(N=C=NC2CCCCC2)CCCCC1.ON1C2C=CC=CC=2N=N1.CN1CCOCC1>ClCCl>[C:20]([NH:23][CH2:24][CH2:25][C:26]([NH:1][CH2:2][CH2:3][S:4][CH2:5][CH:6]([C:12](=[O:19])[C:13]1[CH:14]=[N:15][CH:16]=[CH:17][CH:18]=1)[CH2:7][C:8]([O:10][CH3:11])=[O:9])=[O:27])(=[O:22])[CH3:21]. Procedure: A solution of methyl 3-[(2-aminoethylthio)methyl]-4-oxo-4-(3-pyridyl)butanoate (747 mg), 3-(acetylamino)propanoic acid (302 mg), dicyclohexylcarbodiimide (433 mg), 1-hydroxybenzotriazole (567 mg) and N-methylmorpholine (402 mg) in dichloromethane (10 mL) were stirred at room temperature overnight. The solution was concentrated and purified by flash chromatography (SiO2, chloroform:methanol=9:1) to give the title compound in 75% yield; ESMS (M+1)+353.